Task: describe an organic reaction: reactants, conditions, products, and yield. Dataset: the Open Reaction Database (ORD), a public repository of structured organic reaction records Reactants: BrBr (bromine), COC(C1=C(C=CC(=C1)C=O)O)=O (5-formyl-2-hydroxy-benzoic acid methyl ester), C(C)(=O)[O-].[Na+] (Sodium acetate). Run in C(C)(=O)O (acetic acid), ClCCl (dichloromethane), O (water). Run at time 17 hour. The product is COC(C1=C(C(=CC(=C1)C=O)Br)O)=O (3-Bromo-5-formyl-2-hydroxy-benzoic acid methyl ester). Reaction SMILES: [CH3:1][O:2][C:3](=[O:13])[C:4]1[CH:9]=[C:8]([CH:10]=[O:11])[CH:7]=[CH:6][C:5]=1[OH:12].[Br:14]Br.C([O-])(=O)C.[Na+]>C(O)(=O)C.ClCCl.O>[CH3:1][O:2][C:3](=[O:13])[C:4]1[CH:9]=[C:8]([CH:10]=[O:11])[CH:7]=[C:6]([Br:14])[C:5]=1[OH:12] |f:2.3|. Procedure: To a solution of 5-formyl-2-hydroxy-benzoic acid methyl ester (7.93 g) in acetic acid (50 ml) and dichloromethane (40 ml), cooled to 0° C., was added bromine (2.49 ml). After stirring for 17 h, the mixture was allowed to reach room temperature. Sodium acetate (3.61 g) was added and stirring was continued for 1 h. The mixture was diluted with water and extracted with ethyl acetate. The organic layer was dried (MgSO4), filtered and concentrated in vacuo.